From a dataset of the Open Reaction Database (ORD), a public repository of structured organic reaction records. describe an organic reaction: reactants, conditions, products, and yield The reactants are B (borane), BrC1=C(C=C(C(=O)NCCC(C)C)C=C1)F (4-Bromo-3-fluoro-N-(3-methylbutyl)benzamide), Cl (HCl). Run in O1CCCC1 (tetrahydrofuran), O1CCCC1 (tetrahydrofuran). Yields the product BrC1=C(C=C(CNCCC(C)C)C=C1)F ((4-Bromo-3-fluoro-benzyl)-(3-methyl-butyl)-amine). Reaction SMILES: [Br:1][C:2]1[CH:15]=[CH:14][C:5]([C:6]([NH:8][CH2:9][CH2:10][CH:11]([CH3:13])[CH3:12])=O)=[CH:4][C:3]=1[F:16].B.Cl>O1CCCC1>[Br:1][C:2]1[CH:15]=[CH:14][C:5]([CH2:6][NH:8][CH2:9][CH2:10][CH:11]([CH3:13])[CH3:12])=[CH:4][C:3]=1[F:16]. Procedure details: 4-Bromo-3-fluoro-N-(3-methylbutyl)benzamide (I-5a: 2.6 g, 9.02 mmol) was dissolved in tetrahydrofuran (20 ml) and treated with 1M borane in tetrahydrofuran (20 ml, 18.04 mmol) at room temperature. After heating at reflux for 24 hours, the reaction mixture was carefully treated with concentrated HCl and then heated at reflux for 1 additional hour. After cooling to ambient temperature, the reaction mixture was filtered and the resulting solid suspended in 1N aqueous NaOH and the mixture extracted ... The reactants are CCOC(=O)c1cc2cc(F)ccc2n1Cc1cccc2ccccc12, CC(=O)[O-], CN(C=O)c1ccccc1, ClCCCl, [Na+], O, O=P(Cl)(Cl)Cl. Yields the product CCOC(=O)c1c(C=O)c2cc(F)ccc2n1Cc1cccc2ccccc12. RXN SMILES: [CH2:16]([CH3:17])[O:18][C:19](=[O:20])[c:21]1[n:22]([CH2:31][c:32]2[cH:33][cH:34][cH:35][c:36]3[cH:37][cH:38][cH:39][cH:40][c:41]23)[c:23]2[cH:24][cH:25][c:26]([F:30])[cH:27][c:28]2[cH:29]1.[CH3:43][C:44](=[O:45])[O-:46].[CH3:6][N:7]([c:8]1[cH:9][cH:10][cH:11][cH:12][cH:13]1)[CH:14]=[O:15].[Cl:47][CH2:48][CH2:49][Cl:50].[Na+:42].[OH2:51].[P:1]([Cl:2])([Cl:3])([Cl:4])=[O:5]>>[CH:14](=[O:15])[c:29]1[c:21]([C:19]([O:18][CH2:16][CH3:17])=[O:20])[n:22]([CH2:31][c:32]2[cH:33][cH:34][cH:35][c:36]3[cH:37][cH:38][cH:39][cH:40][c:41]23)[c:23]2[cH:24][cH:25][c:26]([F:30])[cH:27][c:28]21. Starting materials: CN(C)C=O, O=[N+]([O-])c1cc(Cl)ccc1Cl, Clc1ccc2c(c1)CCN2, Cc1cc(C)nc(C)c1. The product is O=[N+]([O-])c1cc(Cl)ccc1N1CCc2cc(Cl)ccc21. RXN SMILES: [CH3:31][N:32]([CH3:33])[CH:34]=[O:35].[Cl:11][c:12]1[c:13]([N+:19](=[O:20])[O-:21])[cH:14][c:15]([Cl:18])[cH:16][cH:17]1.[Cl:1][c:2]1[cH:3][c:4]2[c:8]([cH:9][cH:10]1)[NH:7][CH2:6][CH2:5]2.[n:22]1[c:23]([CH3:24])[cH:25][c:26]([CH3:27])[cH:28][c:29]1[CH3:30]>>[Cl:1][c:2]1[cH:3][c:4]2[c:8]([cH:9][cH:10]1)[N:7]([c:12]1[c:13]([N+:19](=[O:20])[O-:21])[cH:14][c:15]([Cl:18])[cH:16][cH:17]1)[CH2:6][CH2:5]2. The reactants are O=C(Cl)OCc1ccccc1, CCC(O)CN, [Na+], [Na+], O=C([O-])[O-], O. Yields the product CCC(O)CNC(=O)OCc1ccccc1. Reaction SMILES: [Cl:7][C:8](=[O:9])[O:10][CH2:11][c:12]1[cH:13][cH:14][cH:15][cH:16][cH:17]1.[NH2:1][CH2:2][CH:3]([CH2:4][CH3:5])[OH:6].[Na+:18].[Na+:19].[O-:20][C:21](=[O:22])[O-:23].[OH2:24]>>[NH:1]([CH2:2][CH:3]([CH2:4][CH3:5])[OH:6])[C:8](=[O:9])[O:10][CH2:11][c:12]1[cH:13][cH:14][cH:15][cH:16][cH:17]1. Starting materials: BrCC1CCCCC1 (bromomethylcyclohexane), C(C)(C)[N-]C(C)C.[Li+] (lithium diisopropylamide), COC(CC1=CC(=C(C=C1)Cl)Cl)=O ((3,4-dichloro-phenyl)-acetic acid methyl ester). Solvent: CN(P(=O)(N(C)C)N(C)C)C (hexamethylphosphoramide), O1CCCC1.CN(P(=O)(N(C)C)N(C)C)C (tetrahydrofuran hexamethylphosphoramide). Conditions: temperature -78 celsius, time 45 minute. The product is hexanes ethyl acetate, COC(C(CC1CCCCC1)C1=CC(=C(C=C1)Cl)Cl)=O (3-cyclohexyl-2-(3,4-dichloro-phenyl)-propionic acid methyl ester). Isolated yield 103.9%. RXN SMILES: C([N-]C(C)C)(C)C.[Li+].[CH3:9][O:10][C:11](=[O:21])[CH2:12][C:13]1[CH:18]=[CH:17][C:16]([Cl:19])=[C:15]([Cl:20])[CH:14]=1.Br[CH2:23][CH:24]1[CH2:29][CH2:28][CH2:27][CH2:26][CH2:25]1>O1CCCC1.CN(C)P(N(C)C)(N(C)C)=O.CN(C)P(N(C)C)(N(C)C)=O>[CH3:9][O:10][C:11](=[O:21])[CH:12]([C:13]1[CH:18]=[CH:17][C:16]([Cl:19])=[C:15]([Cl:20])[CH:14]=1)[CH2:23][CH:24]1[CH2:29][CH2:28][CH2:27][CH2:26][CH2:25]1 |f:0.1,4.5|. Procedure: A solution of freshly prepared lithium diisopropylamide (16.3 mL of a 0.31 M stock solution, 5.04 mmol) cooled to −78° C. was treated with (3,4-dichloro-phenyl)-acetic acid methyl ester (1.0 g, 4.58 mmol) in tetrahydrofuran/hexamethylphosphoramide (8.6 mL, 3:1). The resulting solution was stirred at −78° C. for 45 min. At this time, the reaction was treated with a solution of bromomethylcyclohexane (1.92 mL, 13.76 mmol) in hexamethylphosphoramide (1 mL). The reaction mixture was stirred at −78° ... Reactants: C(C)(=O)O[C@H]1[C@H](OC=2C=NC=C(C2)Br)SC[C@H]([C@@H]1OC(C)=O)OC(C)=O (5-bromo-3-pyridinyl 2,3,4-tri-O-acetyl-5-thio-β-D-xylopyranoside), C(#N)C=1C=C(C=CC1)B(O)O (3-cyanophenylboronic acid). The yield is 59.0%. Yields the product C(C)(=O)O[C@H]1[C@H](OC=2C=NC=C(C2)C2=CC(=CC=C2)C#N)SC[C@H]([C@@H]1OC(C)=O)OC(C)=O (5-(3-cyanophenyl)-3-pyridinyl 2,3,4-tri-O-acetyl-5-thio-β-D-xylopyranoside), solid. Procedure details: By following a procedure analogous to Example 27 starting from the 5-bromo-3-pyridinyl 2,3,4-tri-O-acetyl-5-thio-β-D-xylopyranoside obtained according to Preparation 23 and 3-cyanophenylboronic acid, 5-(3-cyanophenyl)-3-pyridinyl 2,3,4-tri-O-acetyl-5-thio-β-D-xylopyranoside is obtained in the form of a white solid (yield=59%). RXN SMILES: [C:1]([O:4][C@@H:5]1[C@@H:18]([O:19][C:20](=[O:22])[CH3:21])[C@H:17]([O:23][C:24](=[O:26])[CH3:25])[CH2:16][S:15][C@H:6]1[O:7][C:8]1[CH:9]=[N:10][CH:11]=[C:12](Br)[CH:13]=1)(=[O:3])[CH3:2].[C:27]([C:29]1[CH:30]=[C:31](B(O)O)[CH:32]=[CH:33][CH:34]=1)#[N:28]>>[C:1]([O:4][C@@H:5]1[C@@H:18]([O:19][C:20](=[O:22])[CH3:21])[C@H:17]([O:23][C:24](=[O:26])[CH3:25])[CH2:16][S:15][C@H:6]1[O:7][C:8]1[CH:9]=[N:10][CH:11]=[C:12]([C:33]2[CH:32]=[CH:31][CH:30]=[C:29]([C:27]#[N:28])[CH:34]=2)[CH:13]=1)(=[O:3])[CH3:2].